The task is: describe an organic reaction: reactants, conditions, products, and yield. This data is from the Open Reaction Database (ORD), a public repository of structured organic reaction records. Procedure details: A mixture of 30 parts of potassium valinate, 15 parts of p-fluoro-benzotrifluoride, 7 parts of dichlorohexano-18-crown-6 ether catalyst, 10 parts of potassium carbonate and 126 parts of sulfolane was placed in a pressure reactor. The reactor was degassed, placed under an argon atmosphere and sealed. The reaction mixture was then heated and maintained at about 100° C. for about 15 hours. Analysis of the reaction product indicated a 7.0% yield of 2-(4-trifluoromethylphenylamino)-3-methylbutanoic a... The reagents and catalysts are dichlorohexano-18-crown-6 ether. The yield is 7.0%. Run at temperature 100 celsius. Reaction SMILES: [NH2:1][C@H:2]([C:6]([O-:8])=[O:7])[CH:3]([CH3:5])[CH3:4].[K+].F[C:11]1[CH:16]=[CH:15][C:14]([C:17]([F:20])([F:19])[F:18])=[CH:13][CH:12]=1.C(=O)([O-])[O-].[K+].[K+].S1(CCCC1)(=O)=O>>[F:18][C:17]([F:20])([F:19])[C:14]1[CH:15]=[CH:16][C:11]([NH:1][CH:2]([CH:3]([CH3:5])[CH3:4])[C:6]([OH:8])=[O:7])=[CH:12][CH:13]=1 |f:0.1,3.4.5|. Product: FC(C1=CC=C(C=C1)NC(C(=O)O)C(C)C)(F)F (2-(4-trifluoromethylphenylamino)-3-methylbutanoic acid). Starting materials: 30, N[C@@H](C(C)C)C(=O)[O-].[K+] (potassium valinate), FC1=CC=C(C=C1)C(F)(F)F (p-fluoro-benzotrifluoride), C([O-])([O-])=O.[K+].[K+] (potassium carbonate), S1(=O)(=O)CCCC1 (sulfolane). The reactants are solution, O(Cl)Cl (Cl2O), O (Water), O(C1=CC=CC=C1)CC(=O)NC1C(N(C1SS(=O)(=O)C1=CC=CC=C1)C(C(=O)OCC1=CC=CC=C1)C(=C)C)=O (benzyl 2-(3-phenoxyacetamido-4-benzenesulfonylthio-2-azetidinone-1-yl)-3-methyl-3-butenate), C(=O)(O)[O-].[Na+] (NaHCO3). Run in C(Cl)(Cl)(Cl)Cl (carbon tetrachloride), C(C)(=O)OCCOCC (ethoxyethyl acetate). Yields the product O(C1=CC=CC=C1)CC(=O)NC1C(N(C1SS(=O)(=O)C1=CC=CC=C1)C(C(=O)OCC1=CC=CC=C1)C(=C)CCl)=O (benzyl 2-(3-phenoxyacetamido-4-benzenesulfonylthio-2-azetidinone-1-yl)-3-chloromethyl-3-butenate). Yield: 94.0%. Reaction SMILES: [O:1]([CH2:8][C:9]([NH:11][CH:12]1[CH:15]([S:16][S:17]([C:20]2[CH:25]=[CH:24][CH:23]=[CH:22][CH:21]=2)(=[O:19])=[O:18])[N:14]([CH:26]([C:37]([CH3:39])=[CH2:38])[C:27]([O:29][CH2:30][C:31]2[CH:36]=[CH:35][CH:34]=[CH:33][CH:32]=2)=[O:28])[C:13]1=[O:40])=[O:10])[C:2]1[CH:7]=[CH:6][CH:5]=[CH:4][CH:3]=1.C([O-])(O)=O.[Na+].O(Cl)[Cl:47].O>C(OCCOCC)(=O)C.C(Cl)(Cl)(Cl)Cl>[O:1]([CH2:8][C:9]([NH:11][CH:12]1[CH:15]([S:16][S:17]([C:20]2[CH:25]=[CH:24][CH:23]=[CH:22][CH:21]=2)(=[O:19])=[O:18])[N:14]([CH:26]([C:37]([CH2:39][Cl:47])=[CH2:38])[C:27]([O:29][CH2:30][C:31]2[CH:32]=[CH:33][CH:34]=[CH:35][CH:36]=2)=[O:28])[C:13]1=[O:40])=[O:10])[C:2]1[CH:7]=[CH:6][CH:5]=[CH:4][CH:3]=1 |f:1.2|. Procedure: A 2 g quantity of benzyl 2-(3-phenoxyacetamido-4-benzenesulfonylthio-2-azetidinone-1-yl)-3-methyl-3-butenate was dissolved in 12 ml of ethoxyethyl acetate. To the solution was added 6 g of NaHCO3 and the mixture was stirred at room temperature. Thereto was added dropwise over 1 hour 12.1 ml of a 0.285M solution of Cl2O in carbon tetrachloride. Water was added to the reaction mixture and the mixture was extracted with ethyl acetate and dried over anhydrous magnesium sulfate. The solvent was disti...